From a dataset of the Open Reaction Database (ORD), a public repository of structured organic reaction records. describe an organic reaction: reactants, conditions, products, and yield The reactants are CS(C)=O, ClCCl, CC(C)(C)OC(=O)c1ccc(F)cc1, [K+], [K+], NC1CCNC1, O=C([O-])[O-]. The product is CC(C)(C)OC(=O)c1ccc(N2CCC(N)C2)cc1. As a reaction SMILES: [CH3:27][S:28]([CH3:29])=[O:30].[Cl:31][CH2:32][Cl:33].[F:1][c:2]1[cH:3][cH:4][c:5]([C:6](=[O:7])[O:8][C:9]([CH3:10])([CH3:11])[CH3:12])[cH:13][cH:14]1.[K+:21].[K+:22].[NH2:15][CH:16]1[CH2:17][NH:18][CH2:19][CH2:20]1.[O-:23][C:24]([O-:25])=[O:26]>>[c:2]1([N:18]2[CH2:17][CH:16]([NH2:15])[CH2:20][CH2:19]2)[cH:3][cH:4][c:5]([C:6](=[O:7])[O:8][C:9]([CH3:10])([CH3:11])[CH3:12])[cH:13][cH:14]1. Reactants: BrCC(CCN(CC)CC)=O (1-bromo-4-diethylaminobutan-2-one), NC1=NC=CC=C1 (2-aminopyridine). Product: Br.Br.C(C)N(CCC=1N=C2N(C=CC=C2)C1)CC (2-(2-Diethylaminoethyl)imidazo [1,2-a]pyridine dihydrobromide). Reaction SMILES: [Br:1][CH2:2][C:3](=O)[CH2:4][CH2:5][N:6]([CH2:9][CH3:10])[CH2:7][CH3:8].[NH2:12][C:13]1[CH:18]=[CH:17][CH:16]=[CH:15][N:14]=1>>[BrH:1].[BrH:1].[CH2:7]([N:6]([CH2:9][CH3:10])[CH2:5][CH2:4][C:3]1[N:12]=[C:13]2[CH:18]=[CH:17][CH:16]=[CH:15][N:14]2[CH:2]=1)[CH3:8] |f:2.3.4|. Reported procedure: Reaction of 1-bromo-4-diethylaminobutan-2-one and 2-aminopyridine by the procedure of Example 2 yields the title product. The reactants are ClC1=C(C=C(C=C1)C(C(CC(=O)C1=CC=C(C=C1)OCCN(C)C)C1=CC=NC=C1)=O)OC (1-(4-Chloro3methoxy-phenyl)4-[4-(2-dimethylaminoethoxy)phenyl]-2-pyridin-4yl-butane-1,4-dione), C(C)(=O)[O-].[NH4+] (ammonium acetate). The solvent is C(C)(=O)O (acetic acid). Yields the product ClC1=C(C=C(C=C1)C1=C(C=C(N1)C1=CC=C(OCCN(C)C)C=C1)C1=CC=NC=C1)OC (2-{4-[5-(4 Chloro-3-methoxy-phenyl)-4-pyridin-4-yl-1H-pyrrol-2-yl]-phenoxy}-ethyldimethyl-amine). As a reaction SMILES: [Cl:1][C:2]1[CH:7]=[CH:6][C:5]([C:8](=O)[CH:9]([C:25]2[CH:30]=[CH:29][N:28]=[CH:27][CH:26]=2)[CH2:10][C:11]([C:13]2[CH:18]=[CH:17][C:16]([O:19][CH2:20][CH2:21][N:22]([CH3:24])[CH3:23])=[CH:15][CH:14]=2)=O)=[CH:4][C:3]=1[O:32][CH3:33].C([O-])(=O)C.[NH4+:38]>C(O)(=O)C>[Cl:1][C:2]1[CH:7]=[CH:6][C:5]([C:8]2[NH:38][C:11]([C:13]3[CH:18]=[CH:17][C:16]([O:19][CH2:20][CH2:21][N:22]([CH3:24])[CH3:23])=[CH:15][CH:14]=3)=[CH:10][C:9]=2[C:25]2[CH:30]=[CH:29][N:28]=[CH:27][CH:26]=2)=[CH:4][C:3]=1[O:32][CH3:33] |f:1.2|. Reported procedure: A solution of the product of Example 1 Step 2 (420 mg, 0.9 mmol) and ammonium acetate (750 mg, 9.7 mmol) in glacial acetic acid (15 ml) was heated under reflux for 16 hours. After cooling to room temperature, the reaction mixture was concentrated and aqueous sodium hydrogen carbonate solution was added. The mixture was extracted with chloroform and the organic phase washed with water and brine, dried and concentrated in vacuo to give the title compound; MS(ES+) m/e 448,450 [+H]+. The reactants are CC=1C=C(OC2=C(C=CC=C2)C(C(=O)NC)=O)C=C(C1)C (2-[2-(3,5-dimethylphenoxy)phenyl]-2-oxo-N-methyl-acetamide), Cl.O(C)N (methoxylamine hydrochloride), O (Water). The solvent is CO (methanol). Conditions: time 8 hour. The product is CC=1C=C(OC2=C(C=CC=C2)\C(\C(=O)NC)=N/OC)C=C(C1)C ((E)-2-[2-(3,5-dimethylphenoxy)phenyl]-2-methoxyimino-N-methylacetamide). Yield: 68.9%. RXN SMILES: [CH3:1][C:2]1[CH:3]=[C:4]([CH:18]=[C:19]([CH3:21])[CH:20]=1)[O:5][C:6]1[CH:11]=[CH:10][CH:9]=[CH:8][C:7]=1[C:12](=O)[C:13]([NH:15][CH3:16])=[O:14].Cl.[O:23]([NH2:25])[CH3:24].O>CO>[CH3:1][C:2]1[CH:3]=[C:4]([CH:18]=[C:19]([CH3:21])[CH:20]=1)[O:5][C:6]1[CH:11]=[CH:10][CH:9]=[CH:8][C:7]=1/[C:12](=[N:25]\[O:23][CH3:24])/[C:13]([NH:15][CH3:16])=[O:14] |f:1.2|. Procedure details: 2-[2-(3,5-dimethylphenoxy)phenyl]-2-oxo-N-methyl-acetamide (2.58 g) and methoxylamine hydrochloride (1.52 g) were dissolved in methanol (50 ml), and the mixture was heated under reflux with stirring overnight. Water was added, and the mixture was extracted with ethyl acetate. The organic layer was washed with saturated brine and dried, and then the solvent was evaporated. The resulting oil was purified by column chromatography on silica gel to give the title compound (1.96 g). mp. 90°-91° C.